This data is from the Open Reaction Database (ORD), a public repository of structured organic reaction records. The task is: describe an organic reaction: reactants, conditions, products, and yield Reactants: 2H,t,CH2Cl, ice, Cl (hydrochloric acid), ClCCCC#N (4-chlorobutyronitrile), colorless oil, Grignard reagent, C(CCCC)Br (amyl bromide), [Mg] (magnesium), CCOCC (ether). Run at time 1 hour. The product is ClCCCC(CCCCC)=O (1-Chloro-4-nonanone). RXN SMILES: [CH2:1](Br)[CH2:2][CH2:3][CH2:4][CH3:5].[Mg].[Cl:8][CH2:9][CH2:10][CH2:11][C:12]#N.Cl.CC[O:17]CC>>[Cl:8][CH2:9][CH2:10][CH2:11][C:12](=[O:17])[CH2:1][CH2:2][CH2:3][CH2:4][CH3:5]. Procedure details: To the Grignard reagent prepared from a mixture of amyl bromide (226.59 g.; 1.5 moles) and magnesium (36.48 g.; 1.5 moles) in ether (1000 ml.) is added, dropwise, during one hour, 4-chlorobutyronitrile (155.34 g.; 1.5 moles). Stirring is continued for an additional one hour. The reaction mixture is poured into a mixture of finely crushed ice (1000 g.) and concentrated hydrochloric acid (750 ml.). The ether layer is separated quickly and discarded. The aqueous layer is heated on a steam bath for ... Starting materials: C(C)N(CCOC1=C2C=3C(=CC(=C(C3C(C2=CC=C1)=O)[N+](=O)[O-])OC)OC)CC (5-(2-diethylamino-ethoxy)-2,4-dimethoxy-1-nitro-fluoren-9-one), stannous chloride dihydrate, C([O-])(O)=O.[Na+] (sodium bicarbonate), CO (methanol), C(Cl)Cl (methylene choride). Run in O (water), C(C)O (ethanol). Run at temperature 70 celsius. Yields the product Cl.NC1=C(C=C(C=2C3=C(C=CC=C3C(C12)=O)OCCN(CC)CC)OC)OC (1-Amino-5-(2-diethylamino-ethoxy)-2,4-dimethoxy-fluoren-9-one hydrochloride). RXN SMILES: [CH2:1]([N:3]([CH2:28][CH3:29])[CH2:4][CH2:5][O:6][C:7]1[CH:19]=[CH:18][CH:17]=[C:16]2[C:8]=1[C:9]1[C:10]([O:26][CH3:27])=[CH:11][C:12]([O:24][CH3:25])=[C:13]([N+:21]([O-])=O)[C:14]=1[C:15]2=[O:20])[CH3:2].C(=O)(O)[O-].[Na+].CO.C(Cl)[Cl:38]>C(O)C.O>[ClH:38].[NH2:21][C:13]1[C:14]2[C:15](=[O:20])[C:16]3[C:8](=[C:7]([O:6][CH2:5][CH2:4][N:3]([CH2:28][CH3:29])[CH2:1][CH3:2])[CH:19]=[CH:18][CH:17]=3)[C:9]=2[C:10]([O:26][CH3:27])=[CH:11][C:12]=1[O:24][CH3:25] |f:1.2,7.8|. Procedure: Prepare a mixture of 5-(2-diethylamino-ethoxy)-2,4-dimethoxy-1-nitro-fluoren-9-one (0.08 g, 0.18 mmole) and stannous chloride dihydrate (SnCl2.2H2O, 0.80 g, 3.5 mmole) in 20 mL ethanol. Heat at 70° C. under argon overnight. Dilute with about 60 mL water and make slightly basic by addition of 5% sodium bicarbonate. Extract the precipitate with ethyl acetate and dry over magnesium sulfate. Filter and evaporate the solvent. Make acidic (to pH=2) with 5% hydrochloric acid and extract the organics. M...